Dataset: the Open Reaction Database (ORD), a public repository of structured organic reaction records. Task: describe an organic reaction: reactants, conditions, products, and yield The reactants are OC1=CC=C(C=C1)C1=CC=C(C=C1)C#N (4'-hydroxy-(4-biphenyl carbonitrile)), CC(C)N(C(CBr)=O)C(C)C (N,N-bis(1-methylethyl)-2-bromo-acetamide). Yields the product C(C)(C)N(C(COC1=CC=C(C=C1)C1=CC=C(C=C1)C#N)=O)C(C)C (N,N-bis(isopropyl)-2[[4'-cyano-(1,1'-biphenyl)-4-yl]oxy]-acetamide). Isolated yield 89.3%. RXN SMILES: [OH:1][C:2]1[CH:7]=[CH:6][C:5]([C:8]2[CH:13]=[CH:12][C:11]([C:14]#[N:15])=[CH:10][CH:9]=2)=[CH:4][CH:3]=1.[CH3:16][CH:17]([N:19]([CH:24]([CH3:26])[CH3:25])[C:20](=[O:23])[CH2:21]Br)[CH3:18]>>[CH:17]([N:19]([CH:24]([CH3:26])[CH3:25])[C:20](=[O:23])[CH2:21][O:1][C:2]1[CH:3]=[CH:4][C:5]([C:8]2[CH:13]=[CH:12][C:11]([C:14]#[N:15])=[CH:10][CH:9]=2)=[CH:6][CH:7]=1)([CH3:18])[CH3:16]. Procedure: The product was prepared as in Example 2, Stage A starting with 780 mg of 4'-hydroxy-(4-biphenyl carbonitrile) (Aldrich) and 1.33 g of N,N-bis(1-methylethyl)-2-bromo-acetamide (Preparation 8) to obtain 1.2 g of the expected product. The reactants are Cl.S(=O)(=O)(C1=CC=C(C)C=C1)N1C=CC2=C1N=CC=1N2C(=NN1)[C@H]1C[C@H](CC1)N ((1S,3R)-3-(6-tosyl-6H-pyrrolo[2,3-e][1,2,4]triazolo[4,3-a]pyrazin-1-yl)cyclopentanamine hydrochloride), TEA, ClCCCS(=O)(=O)Cl (3-chloropropane-1-sulfonyl chloride). Solvent: C(CC(O)(C(=O)O)CC(=O)O)(=O)O (citric acid), C(Cl)Cl (DCM). Reaction conditions: temperature 0 celsius, time 1.5 hour. Yields the product ClCCCS(=O)(=O)N[C@@H]1C[C@@H](CC1)C1=NN=C2N1C1=C(N=C2)N(C=C1)S(=O)(=O)C1=CC=C(C)C=C1 (3-chloro-N-((1S,3R)-3-(6-tosyl-6H-pyrrolo[2,3-e][1,2,4]triazolo[4,3-a]pyrazin-1-yl)cyclopentyl)propane-1-sulfonamide). Isolated yield 88.0%. Reaction SMILES: Cl.[S:2]([N:12]1[C:16]2[N:17]=[CH:18][C:19]3[N:20]([C:21]([C@@H:24]4[CH2:28][CH2:27][C@H:26]([NH2:29])[CH2:25]4)=[N:22][N:23]=3)[C:15]=2[CH:14]=[CH:13]1)([C:5]1[CH:11]=[CH:10][C:8]([CH3:9])=[CH:7][CH:6]=1)(=[O:4])=[O:3].[Cl:30][CH2:31][CH2:32][CH2:33][S:34](Cl)(=[O:36])=[O:35]>C(Cl)Cl.C(O)(=O)CC(CC(O)=O)(C(O)=O)O>[Cl:30][CH2:31][CH2:32][CH2:33][S:34]([NH:29][C@H:26]1[CH2:27][CH2:28][C@@H:24]([C:21]2[N:20]3[C:15]4[CH:14]=[CH:13][N:12]([S:2]([C:5]5[CH:11]=[CH:10][C:8]([CH3:9])=[CH:7][CH:6]=5)(=[O:4])=[O:3])[C:16]=4[N:17]=[CH:18][C:19]3=[N:23][N:22]=2)[CH2:25]1)(=[O:36])=[O:35] |f:0.1|. Reported procedure: To a suspension of (1S,3R)-3-(6-tosyl-6H-pyrrolo[2,3-e][1,2,4]triazolo[4,3-a]pyrazin-1-yl)cyclopentanamine hydrochloride (0.05 g, 0.11 mmol, prepared using E from Preparation #B.1 and HCl) and TEA (0.03 mL, 0.21 mmol) in DCM (5 mL) at about 0° C. was added 3-chloropropane-1-sulfonyl chloride (0.02 g, 0.11 mmol) dropwise. The reaction mixture was stirred at about 0° C. for about 1.5 h. The reaction mixture was diluted with 5% aqueous citric acid (10 mL), and the layers were separated. The organic... Starting materials: Cl (HCl), C(C)(=O)OC(C([C@H](CC1=CC=CC=C1)N(CC1=CC=CC=C1)CC1=CC=CC=C1)=O)SC ((3S)-3-[di(phenylmethyl)amino]-1-(methylsulfanyl)-2-oxo-4-phenylbutyl ethanoate), CCO (EtOH), [BH4-].[Na+] (NaBH4). Solvent: O (H2O), CCOC(=O)C (EtOAc). Reaction conditions: temperature -20 celsius, time 1 hour. The product is C(C)(=O)OCC([C@H](CC1=CC=CC=C1)N(CC1=CC=CC=C1)CC1=CC=CC=C1)O ((3S)-3-[di(phenylmethyl)amino]-2-hydroxy-4-phenylbutyl ethanoate). As a reaction SMILES: [C:1]([O:4][CH:5](SC)[C:6](=[O:30])[C@@H:7]([N:15]([CH2:23][C:24]1[CH:29]=[CH:28][CH:27]=[CH:26][CH:25]=1)[CH2:16][C:17]1[CH:22]=[CH:21][CH:20]=[CH:19][CH:18]=1)[CH2:8][C:9]1[CH:14]=[CH:13][CH:12]=[CH:11][CH:10]=1)(=[O:3])[CH3:2].CCO.[BH4-].[Na+].Cl>O.CCOC(C)=O>[C:1]([O:4][CH2:5][CH:6]([OH:30])[C@@H:7]([N:15]([CH2:23][C:24]1[CH:29]=[CH:28][CH:27]=[CH:26][CH:25]=1)[CH2:16][C:17]1[CH:18]=[CH:19][CH:20]=[CH:21][CH:22]=1)[CH2:8][C:9]1[CH:14]=[CH:13][CH:12]=[CH:11][CH:10]=1)(=[O:3])[CH3:2] |f:2.3|. Reported procedure: To a suitable reactor was added 3c (2.2 g, 1.0 eq) and EtOH (11 mL) at 20-30° C. under N2. The mixture was cooled to −25 to −15° C., and NaBH4 (304.1 mg, 0.8 equiv) in H2O (4 mL) was added at below −15° C. The reaction mixture was warmed to −5-5° C. and stirred for 1 hr. The reaction was deemed complete as determined by TLC. 1N HCl aqueous solution (32 mL) was added at below 10° C., and the mixture was warmed to 20-30° C. EtOAc (200 mL) was added at 20-30° C., and the mixture was stirred at this... The reactants are CCOC(=O)c1cn(-c2cccc(-c3cccnc3F)c2)cn1, CCO, [K+], [OH-]. The product is O=C(O)c1cn(-c2cccc(-c3cccnc3F)c2)cn1. Reaction SMILES: [CH2:1]([CH3:2])[O:3][C:4](=[O:5])[c:6]1[n:7][cH:8][n:9](-[c:11]2[cH:12][c:13](-[c:17]3[c:18]([F:23])[n:19][cH:20][cH:21][cH:22]3)[cH:14][cH:15][cH:16]2)[cH:10]1.[CH3:26][CH2:27][OH:28].[K+:25].[OH-:24]>>[O:3]=[C:4]([OH:5])[c:6]1[n:7][cH:8][n:9](-[c:11]2[cH:12][c:13](-[c:17]3[c:18]([F:23])[n:19][cH:20][cH:21][cH:22]3)[cH:14][cH:15][cH:16]2)[cH:10]1. The reactants are C([O-])([O-])=O.[K+].[K+] (Potassium carbonate), Cl (hydrochloric acid), ClC1=C(C=O)C=CC(=C1OC)OC (2-chloro-3,4-dimethoxybenzaldehyde), 6-(2-chloro-3,4-dimethoxybenzene) 6-hydroxyhexanol, C(C)OCCOCCCCCBr (5-bromopentanol 2-ethoxyethyl ether), bromo, [Li] (lithium). The reagents and catalysts are [Pd] (palladium on carbon). The solvent is C(C)O (ethanol), O (water), C(C)O (ethanol), CCOCC (ether), O1CCCC1 (tetrahydrofuran), CCOCC (ether). Reaction conditions: time 1 hour. Yields the product ClC1=C(C=CC(=C1OC)OC)CCCCCCO (2-chloro-3,4-dimethoxybenzene hexanol). The yield is 21.3%. As a reaction SMILES: [Li].C(OCC[O:7][CH2:8][CH2:9][CH2:10][CH2:11][CH2:12]Br)C.[Cl:14][C:15]1[C:22]([O:23][CH3:24])=[C:21]([O:25][CH3:26])[CH:20]=[CH:19][C:16]=1[CH:17]=O.Cl.C(=O)([O-])[O-].[K+].[K+]>CCOCC.C(O)C.[Pd].O.O1CCCC1>[Cl:14][C:15]1[C:22]([O:23][CH3:24])=[C:21]([O:25][CH3:26])[CH:20]=[CH:19][C:16]=1[CH2:17][CH2:12][CH2:11][CH2:10][CH2:9][CH2:8][OH:7] |f:4.5.6,^1:0|. Reported procedure: To 0.6 g (0.08 g-atoms) of lithium ribbon cut in small pieces in 40 mL of anhydrous ether stirred at room temperature under an argon atmosphere was added 9.5 g (0.04 mol) of 5-bromopentanol 2-ethoxyethyl ether. After about 1 mL was added, the reaction mixture was cooled to -5° and the rest of the bromo compound was added dropwise. Stirring at -5° was continued for 1 hour and then 6.0 g (0.03 mol) of 2-chloro-3,4-dimethoxybenzaldehyde [J. Weinstock et al., J. Med. Chem., 29, 2315 (1986)] in 50 mL... The product is C(C)(=O)NC1CCN(CC1)CC=1C=C(C(=O)NC2=C(C=C(C=C2)N2CCCCC2)C=2C=C(C(=O)NCC3=CC(=CC=C3)C(F)(F)F)C=CN2)C=CC1 (2-(2-(3-((4-Acetamidopiperidin-1-yl)methyl)benzamido)-5-(piperidin-1-yl)phenyl)-N-(3-(trifluoromethyl)benzyl)isonicotinamide). Reported procedure: Into a 50-mL round-bottom flask, was placed a solution of N-(3-(trifluoromethyl)benzyl)-2-(2-(3-(bromomethyl)benzamido)-5-(piperidin-1-yl)phenyl)isonicotinamide (100 mg, 0.15 mmol, 1.00 equiv) in N,N-dimethylformamide (2 mL), N-(piperidin-4-yl)acetamide (52.5 mg, 0.37 mmol, 2.41 equiv), potassium iodide (12.7 mg, 0.08 mmol, 0.50 equiv), and potassium carbonate (42.4 mg, 0.31 mmol, 2.00 equiv). The resulting solution was stirred for 3 h at 70° C. in an oil bath. The reaction progress was monitore... Reaction SMILES: [F:1][C:2]([F:43])([F:42])[C:3]1[CH:4]=[C:5]([CH:39]=[CH:40][CH:41]=1)[CH2:6][NH:7][C:8](=[O:38])[C:9]1[CH:14]=[CH:13][N:12]=[C:11]([C:15]2[CH:20]=[C:19]([N:21]3[CH2:26][CH2:25][CH2:24][CH2:23][CH2:22]3)[CH:18]=[CH:17][C:16]=2[NH:27][C:28](=[O:37])[C:29]2[CH:34]=[CH:33][CH:32]=[C:31]([CH2:35]Br)[CH:30]=2)[CH:10]=1.[NH:44]1[CH2:49][CH2:48][CH:47]([NH:50][C:51](=[O:53])[CH3:52])[CH2:46][CH2:45]1.[I-].[K+].C(=O)([O-])[O-].[K+].[K+]>CN(C)C=O.O>[C:51]([NH:50][CH:47]1[CH2:48][CH2:49][N:44]([CH2:35][C:31]2[CH:30]=[C:29]([CH:34]=[CH:33][CH:32]=2)[C:28]([NH:27][C:16]2[CH:17]=[CH:18][C:19]([N:21]3[CH2:26][CH2:25][CH2:24][CH2:23][CH2:22]3)=[CH:20][C:15]=2[C:11]2[CH:10]=[C:9]([CH:14]=[CH:13][N:12]=2)[C:8]([NH:7][CH2:6][C:5]2[CH:39]=[CH:40][CH:41]=[C:3]([C:2]([F:43])([F:42])[F:1])[CH:4]=2)=[O:38])=[O:37])[CH2:45][CH2:46]1)(=[O:53])[CH3:52] |f:2.3,4.5.6|. The solvent is CN(C=O)C (N,N-dimethylformamide), O (water). The reactants are FC(C=1C=C(CNC(C2=CC(=NC=C2)C2=C(C=CC(=C2)N2CCCCC2)NC(C2=CC(=CC=C2)CBr)=O)=O)C=CC1)(F)F (N-(3-(trifluoromethyl)benzyl)-2-(2-(3-(bromomethyl)benzamido)-5-(piperidin-1-yl)phenyl)isonicotinamide), C([O-])([O-])=O.[K+].[K+] (potassium carbonate), N1CCC(CC1)NC(C)=O (N-(piperidin-4-yl)acetamide), [I-].[K+] (potassium iodide). Run at temperature 70 celsius, time 3 hour. Isolated yield 75.2%. Reactants: Cl (hydrochloric acid), [Cl-].[NH4+] (ammonium chloride), [N-]=[N+]=[N-].[Na+] (sodium azide), [N+](=O)([O-])C=1C=C(C=CC1)C#N (m-Nitrocyanobenzene). Solvent: CN(C)C=O (DMF), O (water). Conditions: temperature 125 celsius, time 16 hour. Yields the product [N+](=O)([O-])C=1C=C(C=CC1)C=1N=NNN1 (5-(3-nitrophenyl)-2H-tetrazole). The yield is 72.1%. Reaction SMILES: [N+:1]([C:4]1[CH:5]=[C:6]([C:10]#[N:11])[CH:7]=[CH:8][CH:9]=1)([O-:3])=[O:2].[Cl-].[NH4+].[N-:14]=[N+:15]=[N-:16].[Na+].Cl>CN(C=O)C.O>[N+:1]([C:4]1[CH:5]=[C:6]([C:10]2[N:14]=[N:15][NH:16][N:11]=2)[CH:7]=[CH:8][CH:9]=1)([O-:3])=[O:2] |f:1.2,3.4|. Procedure: m-Nitrocyanobenzene (10 g, 67.5 mmol) was dissolved in DMF and ammonium chloride (7.2 g, 135 mmol) and sodium azide (8.8 g, 135 mmol) were added and the. resulting mixture was stirred at 125° C. for 16 hours. After cooling to room temperature, the mixture was poured into water (1 L), acidified with 1 N hydrochloric acid and filtered immediately. The mother liquor was left for 1 hour and filtered and the solid was washed with water and dried by suction to afford 9.3 g (72%) 5-(3-nitrophenyl)-2H-t... The reactants are ClC1=C(C=CC(=C1)OC)C1=NC(=NN1C)C12CCC(CC1)(CC2)CCCC(C)O (5-{4-[5-(2-chloro-4-methoxyphenyl)-1-methyl-1-H-1,2,4-triazol-3-yl]bicyclo[2.2.2]oct-1-yl}pentan-2-ol), C(C)[S-].[Na+] (Sodium ethanethiolate), C(C)[S-].[Na+] (sodium ethanethiolate). The solvent is CN(C)C=O (DMF). Run at temperature 100 celsius. The product is ClC=1C=C(C=CC1C1=NN(C(=N1)C12CCC(CC1)(CC2)CCCC(C)O)C)O (3-Chloro-4-{5-[4-(4-hydroxypentyl)bicyclo[2.2.2]oct-1-yl]-1-methyl-1-H-1,2,4-triazol-3-yl}phenol). As a reaction SMILES: [Cl:1][C:2]1[CH:7]=[C:6]([O:8]C)[CH:5]=[CH:4][C:3]=1[C:10]1[N:14](C)[N:13]=[C:12]([C:16]23[CH2:23][CH2:22][C:19]([CH2:24][CH2:25][CH2:26][CH:27]([OH:29])[CH3:28])([CH2:20][CH2:21]2)[CH2:18][CH2:17]3)[N:11]=1.[CH2:30]([S-])C.[Na+]>CN(C=O)C>[Cl:1][C:2]1[CH:7]=[C:6]([OH:8])[CH:5]=[CH:4][C:3]=1[C:10]1[N:11]=[C:12]([C:16]23[CH2:23][CH2:22][C:19]([CH2:24][CH2:25][CH2:26][CH:27]([OH:29])[CH3:28])([CH2:18][CH2:17]2)[CH2:20][CH2:21]3)[N:13]([CH3:30])[N:14]=1 |f:1.2|. Procedure: 5-{4-[5-(2-Chloro-4-methoxyphenyl)-1-methyl-1-H-1,2,4-triazol-3-yl]bicyclo[2.2.2]oct-1-yl}pentan-2-ol (5-J) (0.036 g, 0.086 mmol) was placed in a small vial with 0.5 mL of DMF. Sodium ethanethiolate (0.0218 g, 0.260 mmol) was added to the solution. The vial was sealed and heated to 100° C. for 1.5 h. The incomplete reaction required another 1.5 equivalents of sodium ethanethiolate (0.011 g). The vial was resealed and heated at 100° C. for 1 h. The product, 3-chloro-4-{5-[4-(4-hydroxypentyl)bicyc...